The task is: describe an organic reaction: reactants, conditions, products, and yield. This data is from the Open Reaction Database (ORD), a public repository of structured organic reaction records. Starting materials: BrC1=CC(=C(C=C1)C(=O)N1CCN(CC1)C1=C(C=C(C=C1)C)C)S(=O)(=O)C ((4-bromo-2-methanesulfonylphenyl)[4-(2,4-dimethylphenyl)piperazin-1-yl]methanone), C1(=CC=CC=C1)[C@H]1NC(OC1)=O ((R)-(−)-4-phenyloxazolidin-2-one). Yields the product CC1=C(C=CC(=C1)C)N1CCN(CC1)C(=O)C1=C(C=C(C=C1)N1C(OC[C@H]1C1=CC=CC=C1)=O)S(=O)(=O)C ((R)-3-{4-[4-(2,4-dimethylphenyl)piperazine-1-carbonyl]-3-methanesulfonylphenyl}-4-phenyloxazolidin-2-one). The yield is 15.3%. As a reaction SMILES: Br[C:2]1[CH:7]=[CH:6][C:5]([C:8]([N:10]2[CH2:15][CH2:14][N:13]([C:16]3[CH:21]=[CH:20][C:19]([CH3:22])=[CH:18][C:17]=3[CH3:23])[CH2:12][CH2:11]2)=[O:9])=[C:4]([S:24]([CH3:27])(=[O:26])=[O:25])[CH:3]=1.[C:28]1([C@@H:34]2[CH2:38][O:37][C:36](=[O:39])[NH:35]2)[CH:33]=[CH:32][CH:31]=[CH:30][CH:29]=1>>[CH3:23][C:17]1[CH:18]=[C:19]([CH3:22])[CH:20]=[CH:21][C:16]=1[N:13]1[CH2:14][CH2:15][N:10]([C:8]([C:5]2[CH:6]=[CH:7][C:2]([N:35]3[C@H:34]([C:28]4[CH:33]=[CH:32][CH:31]=[CH:30][CH:29]=4)[CH2:38][O:37][C:36]3=[O:39])=[CH:3][C:4]=2[S:24]([CH3:27])(=[O:26])=[O:25])=[O:9])[CH2:11][CH2:12]1. Procedure: By reaction and treatment in the same manner as in Example 1 and using (4-bromo-2-methanesulfonylphenyl)[4-(2,4-dimethylphenyl)piperazin-1-yl]methanone (903 mg) described in Preparation Example 9 and (R)-(−)-4-phenyloxazolidin-2-one (326 mg), the title compound (163 mg) was obtained. The reactants are O (water), C(C)(C)N(CC)C(C)C (diisopropylethylamine), NC1=CC=C(C=C1)C (p-toluidine), ClC1=NCN(C(=N1)Cl)C1=CC=C(C=C1)F (4,6-dichloro-N-(4-fluorophenyl)-1,3,5-triazine). Run in C(C)#N (acetonitrile). Conditions: time 8 hour. Product: ClC1=NC(=NC(=N1)NC1=CC=C(C=C1)F)NC1=CC=C(C=C1)C (6-chloro-N-(4-fluorophenyl)-N′-(4-methylphenyl)-1,3,5-triazine-2,4-diamine). Reaction SMILES: Cl[C:2]1[N:7]=[C:6]([Cl:8])[N:5]([C:9]2[CH:14]=[CH:13][C:12]([F:15])=[CH:11][CH:10]=2)[CH2:4][N:3]=1.C([N:19](C(C)C)CC)(C)C.[NH2:25][C:26]1[CH:31]=[CH:30][C:29]([CH3:32])=[CH:28][CH:27]=1.O>C(#N)C>[Cl:8][C:6]1[N:19]=[C:4]([NH:5][C:9]2[CH:10]=[CH:11][C:12]([F:15])=[CH:13][CH:14]=2)[N:3]=[C:2]([NH:25][C:26]2[CH:31]=[CH:30][C:29]([CH3:32])=[CH:28][CH:27]=2)[N:7]=1. Procedure details: A 2.59 g portion of 4,6-dichloro-N-(4-fluorophenyl)-1,3,5-triazine was dissolved in 20 ml of acetonitrile, and 2.09 ml of diisopropylethylamine and 1.18 g of p-toluidine were added thereto and stirred overnight at room temperature. The reaction solution was mixed with water and extracted with ethyl acetate, and the organic layer was washed with 1 M hydrochloric acid and saturated brine and then dried using anhydrous magnesium sulfate. The solvent was evaporated under a reduced pressure, the thus... Starting materials: O (water), O=C(OC(Cl)(Cl)Cl)Cl (diphosgene), NC1=C(C(=O)O)C=C(C=C1)N1CC(OC(C1)C)C (2-amino-5-(2,6-dimethylmorpholin-4-yl)benzoic acid). The solvent is O1CCOCC1 (dioxane). Yields the product CC1CN(CC(O1)C)C1=CC=C2C(C(=O)OC(N2)=O)=C1 (5-(2,6-dimethylmorpholin-4-yl)isatoic anhydride). RXN SMILES: [NH2:1][C:2]1[CH:10]=[CH:9][C:8]([N:11]2[CH2:16][CH:15]([CH3:17])[O:14][CH:13]([CH3:18])[CH2:12]2)=[CH:7][C:3]=1[C:4]([OH:6])=[O:5].O.[O:20]=[C:21](Cl)OC(Cl)(Cl)Cl>O1CCOCC1>[CH3:18][CH:13]1[O:14][CH:15]([CH3:17])[CH2:16][N:11]([C:8]2[CH:7]=[C:3]3[C:4]([O:6][C:21](=[O:20])[NH:1][C:2]3=[CH:10][CH:9]=2)=[O:5])[CH2:12]1. Procedure details: To the mixture of 8.9 g of 2-amino-5-(2,6-dimethylmorpholin-4-yl)benzoic acid in 60 ml of dioxane, under stirring and external cold water cooling 10 ml of diphosgene is added dropwise. The mixture is heated under reflux conditions for 4 hours. From the cold reaction mixture the solid material is filtered off, washed with 50 ml of ether. The product is stirred for 5 minutes in the mixture of 50 ml of methanol and 5 ml of triethylamine, then filtered off and washed with 30 ml of methanol. After dr... The reactants are C1(=CC=CC=C1)C(N1CCN(CC1)CCOCCO)C1=CC=CC=C1 (2-[2-(4-diphenylmethyl-piperazin-1-yl)-ethoxy]-ethanol), azodicarbonic acid diethyl ester, C1(=CC=CC=C1)P(C1=CC=CC=C1)C1=CC=CC=C1 (triphenylphosphine), C1(C=2C(C(N1)=O)=CC=CC2)=O (phthalimide). Run in C1CCOC1 (THF). Reaction conditions: temperature 15 celsius. Yields the product C1(=CC=CC=C1)C(N1CCN(CC1)CCOCCN1C(C2=CC=CC=C2C1=O)=O)C1=CC=CC=C1 (2-{2-[2-(4-diphenylmethyl-piperazin-1-yl)-ethoxy]-ethyl}-isoindolin-1,3-dione). RXN SMILES: [C:1]1([CH:7]([C:20]2[CH:25]=[CH:24][CH:23]=[CH:22][CH:21]=2)[N:8]2[CH2:13][CH2:12][N:11]([CH2:14][CH2:15][O:16][CH2:17][CH2:18]O)[CH2:10][CH2:9]2)[CH:6]=[CH:5][CH:4]=[CH:3][CH:2]=1.C1(P(C2C=CC=CC=2)C2C=CC=CC=2)C=CC=CC=1.[C:45]1(=[O:55])[NH:49][C:48](=[O:50])[C:47]2=[CH:51][CH:52]=[CH:53][CH:54]=[C:46]12>C1COCC1>[C:20]1([CH:7]([C:1]2[CH:2]=[CH:3][CH:4]=[CH:5][CH:6]=2)[N:8]2[CH2:9][CH2:10][N:11]([CH2:14][CH2:15][O:16][CH2:17][CH2:18][N:49]3[C:45](=[O:55])[C:46]4[C:47](=[CH:51][CH:52]=[CH:53][CH:54]=4)[C:48]3=[O:50])[CH2:12][CH2:13]2)[CH:21]=[CH:22][CH:23]=[CH:24][CH:25]=1. Reported procedure: 40 g (−118 mmol) 2-[2-(4-diphenylmethyl-piperazin-1-yl)-ethoxy]-ethanol, 31.1 g (119 mmol) triphenylphosphine and 17.3 g (118 mmol) phthalimide are suspended in 200 ml THF and 24.2 ml (119 mmol) are azodicarbonic acid diethyl ester are added dropwise under protective atmosphere and light cooling (to Ca. 15° C.). The mixture is stirred without further cooling for three hours and subsequently, the solvent is removed under vacuum. The residue is taken up in 1N HCl and washed twice each with 50 ml a...